From a dataset of the Open Reaction Database (ORD), a public repository of structured organic reaction records. describe an organic reaction: reactants, conditions, products, and yield Reactants: BrC1=NC=CC(=C1)CNC1=C(C(=O)NC=2C=CC3=CN(N=C3C2)C)C=CC=C1 (2-[(2-Bromo-pyridin-4-ylmethyl)-amino]-N-(2-methyl-2H-indazol-6-yl)-benzamide), CN(C(=O)N)C (1,1-dimethylurea), CN(C)C=O (DMF), C([O-])([O-])=O.[Cs+].[Cs+] (cesium carbonate). Reagents/catalysts: C=1C=CC(=CC1)/C=C/C(=O)/C=C/C2=CC=CC=C2.C=1C=CC(=CC1)/C=C/C(=O)/C=C/C2=CC=CC=C2.C=1C=CC(=CC1)/C=C/C(=O)/C=C/C2=CC=CC=C2.[Pd].[Pd] (Pd2 dba3), CC1(C2=C(C(=CC=C2)P(C3=CC=CC=C3)C4=CC=CC=C4)OC5=C(C=CC=C51)P(C6=CC=CC=C6)C7=CC=CC=C7)C (Xantphos). The solvent is O1CCOCC1 (dioxane). Run at temperature 110 celsius. Product: CN(C(NC1=NC=CC(=C1)CNC1=C(C(=O)NC=2C=CC3=CN(N=C3C2)C)C=CC=C1)=O)C (2-{[2-(3,3-dimethyl-ureido)-pyridin-4-ylmethyl]-amino}-N-(2-methyl-2H-indazol-6-yl)-benzamide). Yield: 71.3%. RXN SMILES: Br[C:2]1[CH:7]=[C:6]([CH2:8][NH:9][C:10]2[CH:28]=[CH:27][CH:26]=[CH:25][C:11]=2[C:12]([NH:14][C:15]2[CH:16]=[CH:17][C:18]3[C:22]([CH:23]=2)=[N:21][N:20]([CH3:24])[CH:19]=3)=[O:13])[CH:5]=[CH:4][N:3]=1.[CH3:29][N:30]([CH3:34])[C:31]([NH2:33])=[O:32].CN(C=O)C.C(=O)([O-])[O-].[Cs+].[Cs+]>O1CCOCC1.C1C=CC(/C=C/C(/C=C/C2C=CC=CC=2)=O)=CC=1.C1C=CC(/C=C/C(/C=C/C2C=CC=CC=2)=O)=CC=1.C1C=CC(/C=C/C(/C=C/C2C=CC=CC=2)=O)=CC=1.[Pd].[Pd].CC1(C)C2C(=C(P(C3C=CC=CC=3)C3C=CC=CC=3)C=CC=2)OC2C(P(C3C=CC=CC=3)C3C=CC=CC=3)=CC=CC1=2>[CH3:29][N:30]([CH3:34])[C:31](=[O:32])[NH:33][C:2]1[CH:7]=[C:6]([CH2:8][NH:9][C:10]2[CH:28]=[CH:27][CH:26]=[CH:25][C:11]=2[C:12]([NH:14][C:15]2[CH:16]=[CH:17][C:18]3[C:22]([CH:23]=2)=[N:21][N:20]([CH3:24])[CH:19]=3)=[O:13])[CH:5]=[CH:4][N:3]=1 |f:3.4.5,7.8.9.10.11|. Reported procedure: 2-[(2-Bromo-pyridin-4-ylmethyl)-amino]-N-(2-methyl-2H-indazol-6-yl)-benzamide (110 mg, 0.25 mmol, prepared as detailed infra in Example 4A) and 1,1-dimethylurea (114 mg, 1.3 mmol) were suspended in dioxane (3 mL) under a nitrogen atmosphere and treated consecutively with DMF (1 mL), cesium carbonate (98 mg, 0.3 mmol), Pd2 dba3 (5 mg, 0.005 mmol) and Xantphos (9 mg, 0.015 mmol). The reaction mixture was flushed with nitrogen and heated for 5 hours at 110° C. (bath temperature). On cooling the rea... Reactants: C(CCC)C=1NC(N(N1)C1=C(C=CC(=C1)[N+](=O)[O-])Cl)=O (5-n-butyl-2-(2-chloro-5-nitrophenyl)-2,4-dihydro-3H-1,2,4-triazol-3-one), BrC1=CC(=C(CBr)C=C1)F (4-bromo-2-fluorobenzyl bromide). Product: BrC1=CC(=C(CN2C(N(N=C2CCCC)C2=C(C=CC(=C2)[N+](=O)[O-])Cl)=O)C=C1)F (4-(4-Bromo-2-fluorobenzyl)-5-n-butyl-2-(2-chloro-5-nitrophenyl)-2,4-dihydro-3H-1,2,4-triazol-3-one). Isolated yield 79.0%. As a reaction SMILES: [CH2:1]([C:5]1[NH:6][C:7](=[O:20])[N:8]([C:10]2[CH:15]=[C:14]([N+:16]([O-:18])=[O:17])[CH:13]=[CH:12][C:11]=2[Cl:19])[N:9]=1)[CH2:2][CH2:3][CH3:4].[Br:21][C:22]1[CH:29]=[CH:28][C:25]([CH2:26]Br)=[C:24]([F:30])[CH:23]=1>>[Br:21][C:22]1[CH:29]=[CH:28][C:25]([CH2:26][N:6]2[C:5]([CH2:1][CH2:2][CH2:3][CH3:4])=[N:9][N:8]([C:10]3[CH:15]=[C:14]([N+:16]([O-:18])=[O:17])[CH:13]=[CH:12][C:11]=3[Cl:19])[C:7]2=[O:20])=[C:24]([F:30])[CH:23]=1. Procedure: By the procedure of Example 76, Step D, 5-n-butyl-2-(2-chloro-5-nitrophenyl)-2,4-dihydro-3H-1,2,4-triazol-3-one (from Example 59, Step A) was alkylated with 4-bromo-2-fluorobenzyl bromide to give a 79% yield of the title compound as an off-white foam, homogeneous by TLC in 4:1 hexane-EtOAc; mass spectrum (FAB) m/e 483, 485 (M+1)+. The reactants are CO, CCCCCCN(Cc1ccc(C#Cc2ccc(Cl)cc2)cc1)c1ccc2c(c1)C(=O)OC(C)(C)O2, [Na+], [OH-]. Yields the product CCCCCCN(Cc1ccc(C#Cc2ccc(Cl)cc2)cc1)c1ccc(O)c(C(=O)O)c1. As a reaction SMILES: [CH3:39][OH:40].[Cl:1][c:2]1[cH:3][cH:4][c:5]([C:8]#[C:9][c:10]2[cH:11][cH:12][c:13]([CH2:14][N:15]([c:16]3[cH:17][c:18]4[c:19]([cH:27][cH:28]3)[O:20][C:21]([CH3:25])([CH3:26])[O:22][C:23]4=[O:24])[CH2:29][CH2:30][CH2:31][CH2:32][CH2:33][CH3:34])[cH:35][cH:36]2)[cH:6][cH:7]1.[Na+:38].[OH-:37]>>[Cl:1][c:2]1[cH:3][cH:4][c:5]([C:8]#[C:9][c:10]2[cH:11][cH:12][c:13]([CH2:14][N:15]([c:16]3[cH:17][c:18]([C:23](=[O:22])[OH:24])[c:19]([OH:20])[cH:27][cH:28]3)[CH2:29][CH2:30][CH2:31][CH2:32][CH2:33][CH3:34])[cH:35][cH:36]2)[cH:6][cH:7]1. The reactants are C(=O)[C@H]1CN(C[C@@H]1C1=CC=CC=C1)[C@@H](C(=O)OCC1=CC=C(C=C1)OC)C1CCCCC1 (α-(R)-(3-(R)-formyl-4-(S)-phenylpyrrolidin-1-yl)-cyclohexaneacetic acid, para-methoxybenzyl ester), N1CCC(CC1)N1C=NC2=C1C=CC=C2 (1-Piperidin-4-yl-1-H-benzoimidazole), C(C)(=O)O[BH-](OC(C)=O)OC(C)=O.[Na+] (sodium triacetoxyborohydride). The solvent is C1CCOC1 (THF), CN(C)C=O (DMF). Run at time 10 minute. The product is N1(C=NC2=C1C=CC=C2)C2CCN(CC2)C[C@H]2CN(C[C@@H]2C2=CC=CC=C2)[C@@H](C(=O)OCC2=CC=C(C=C2)OC)C2CCCCC2 (α-(R)-(3-(S)-((4-Benzoimidazol-1-yl-piperidin-1-yl)methyl)4-(S)-phenyl-pyrrolidin-1-yl)-cyclohexaneacetic acid, 4-methoxy-benzyl ester). Yield: 46.8%. As a reaction SMILES: [CH:1]([C@@H:3]1[C@@H:7]([C:8]2[CH:13]=[CH:12][CH:11]=[CH:10][CH:9]=2)[CH2:6][N:5]([C@H:14]([CH:27]2[CH2:32][CH2:31][CH2:30][CH2:29][CH2:28]2)[C:15]([O:17][CH2:18][C:19]2[CH:24]=[CH:23][C:22]([O:25][CH3:26])=[CH:21][CH:20]=2)=[O:16])[CH2:4]1)=O.[NH:33]1[CH2:38][CH2:37][CH:36]([N:39]2[C:43]3[CH:44]=[CH:45][CH:46]=[CH:47][C:42]=3[N:41]=[CH:40]2)[CH2:35][CH2:34]1.C(O[BH-](OC(=O)C)OC(=O)C)(=O)C.[Na+]>C1COCC1.CN(C=O)C>[N:39]1([CH:36]2[CH2:35][CH2:34][N:33]([CH2:1][C@@H:3]3[C@@H:7]([C:8]4[CH:9]=[CH:10][CH:11]=[CH:12][CH:13]=4)[CH2:6][N:5]([C@H:14]([CH:27]4[CH2:32][CH2:31][CH2:30][CH2:29][CH2:28]4)[C:15]([O:17][CH2:18][C:19]4[CH:24]=[CH:23][C:22]([O:25][CH3:26])=[CH:21][CH:20]=4)=[O:16])[CH2:4]3)[CH2:38][CH2:37]2)[C:43]2[CH:44]=[CH:45][CH:46]=[CH:47][C:42]=2[N:41]=[CH:40]1 |f:2.3|. Reported procedure: To a solution of 60 mg of α-(R)-(3-(R)-formyl-4-(S)-phenylpyrrolidin-1-yl)-cyclohexaneacetic acid, 4-methoxy-benzyl ester (prepared above as Aldehyde 5) and 70 mg of 1-piperidin-4-yl-1-H-benzoimidazole (from Step C) in 4 mL THF and 1 mL of DMF was added 1 spatula tip of 4Å molecular sieves. After stirring at room temperature for 10 minutes, 80 mg sodium triacetoxyborohydride was added. Continued to stir at room temperature for another 10 hours. The reaction was concentrated and diluted with 20 m... Reactants: [N-]=[N+]=[N-].[Na+] (sodium azide), COC([C@@H](COS(=O)(=O)C)C)=O ((R)-3-methanesulfonyloxy-2-methyl-propionic acid methyl ester), C(C)OC(CC(=O)C)=O (ethylacetoacetate). The solvent is CN(C=O)C (dimethylformamide). Conditions: time 24 hour. The product is COC([C@@H](CN=[N+]=[N-])C)=O ((R)-3-azido-2-methyl-propionic acid methyl ester). The yield is 32.0%. Reaction SMILES: [CH3:1][O:2][C:3](=[O:12])[C@H:4]([CH3:11])[CH2:5]OS(C)(=O)=O.[N-:13]=[N+:14]=[N-:15].[Na+].C(OC(=O)CC(C)=O)C>CN(C)C=O>[CH3:1][O:2][C:3](=[O:12])[C@H:4]([CH3:11])[CH2:5][N:13]=[N+:14]=[N-:15] |f:1.2|. Procedure: (R)-3-methanesulfonyloxy-2-methyl-propionic acid methyl ester was dissolved in 100 mL of dimethylformamide, and then 8.2 g (126 mmol) of sodium azide was added thereto at 60° C., followed by stirring for 24 hours. After addition of 400 mL of ethylacetoacetate and washing with water, an organic layer was dried over anhydrous magnesium sulfate. The solvent was distilled off under reduced pressure, and then the residue was purified by column chromatography to give 2 g (13.9 mmol) of the title compo... The reactants are CC=1C=C(SC1)S(=O)(=O)Cl (4-methyl-2-thiophenesulfonyl chloride), ClC1=NC=CC(=N1)C1=C(N=C(S1)C(C)C)C=1C=C(C=CC1)NS(=O)(=O)C1=C(C=CC=C1F)F (N-{3-[5-(2-Chloro-4-pyrimidinyl)-2-(1-methylethyl)-1,3-thiazol-4-yl]phenyl}-2,6-difluorobenzenesulfonamide), NC=1C(=C(C=CC1)C=1N=C(SC1C1=NC(=NC=C1)N)C(C)(C)C)F (4-[4-(3-amino-2-fluorophenyl)-2-(1,1-dimethylethyl)-1,3-thiazol-5-yl]-2-pyrimidinamine). Yields the product NC1=NC=CC(=N1)C1=C(N=C(S1)C(C)(C)C)C=1C(=C(C=CC1)NS(=O)(=O)C=1SC=C(C1)C)F (N-{3-[5-(2-amino-4-pyrimidinyl)-2-(1,1-dimethylethyl)-1,3-thiazol-4-yl]-2-fluorophenyl}-4-methyl-2-thiophenesulfonamide), solid. Isolated yield 47.0%. Reaction SMILES: ClC1N=C(C2SC(C(C)C)=NC=2C2C=C(NS(C3C(F)=CC=CC=3F)(=O)=O)C=CC=2)C=CN=1.[NH2:34][C:35]1[C:36]([F:57])=[C:37]([C:41]2[N:42]=[C:43]([C:53]([CH3:56])([CH3:55])[CH3:54])[S:44][C:45]=2[C:46]2[CH:51]=[CH:50][N:49]=[C:48]([NH2:52])[N:47]=2)[CH:38]=[CH:39][CH:40]=1.[CH3:58][C:59]1[CH:60]=[C:61]([S:64](Cl)(=[O:66])=[O:65])[S:62][CH:63]=1>>[NH2:52][C:48]1[N:47]=[C:46]([C:45]2[S:44][C:43]([C:53]([CH3:54])([CH3:56])[CH3:55])=[N:42][C:41]=2[C:37]2[C:36]([F:57])=[C:35]([NH:34][S:64]([C:61]3[S:62][CH:63]=[C:59]([CH3:58])[CH:60]=3)(=[O:66])=[O:65])[CH:40]=[CH:39][CH:38]=2)[CH:51]=[CH:50][N:49]=1. Reported procedure: Following a procedure analogous to the procedure described in Intermediate 14 using 4-[4-(3-amino-2-fluorophenyl)-2-(1,1-dimethylethyl)-1,3-thiazol-5-yl]-2-pyrimidinamine (80 mg, 0.233 mmol) and 4-methyl-2-thiophenesulfonyl chloride (50 mg, 0.256 mmol), the title compound was obtained as a white solid (59 mg, 47% yield). MS (ESI): 504 [M+H]+. Starting materials: COc1c(OCCCN2CCOCC2)ccc2c1N=C(N)N1CCN=C21, CCN(C(C)C)C(C)C, Nc1ncc(C(=O)O)s1, CN(C)C=O. Yields the product COc1c(OCCCN2CCOCC2)ccc2c1N=C(NC(=O)c1cnc(N)s1)N1CCN=C21. As a reaction SMILES: [CH3:1][O:2][c:3]1[c:4]([O:17][CH2:18][CH2:19][CH2:20][N:21]2[CH2:22][CH2:23][O:24][CH2:25][CH2:26]2)[cH:5][cH:6][c:7]2[c:12]1[N:11]=[C:10]([NH2:13])[N:9]1[C:8]2=[N:16][CH2:15][CH2:14]1.[CH:36]([N:37]([CH:38]([CH3:39])[CH3:40])[CH2:41][CH3:42])([CH3:43])[CH3:44].[NH2:27][c:28]1[s:29][c:30]([C:33](=[O:34])[OH:35])[cH:31][n:32]1.[O:45]=[CH:46][N:47]([CH3:48])[CH3:49]>>[CH3:1][O:2][c:3]1[c:4]([O:17][CH2:18][CH2:19][CH2:20][N:21]2[CH2:22][CH2:23][O:24][CH2:25][CH2:26]2)[cH:5][cH:6][c:7]2[c:12]1[N:11]=[C:10]([NH:13][C:33]([c:30]1[s:29][c:28]([NH2:27])[n:32][cH:31]1)=[O:34])[N:9]1[C:8]2=[N:16][CH2:15][CH2:14]1. The reactants are [H-].[Na+] (NaH), BrC(CO)C (2-bromo-propanol), C(C)OC(=O)C=1C=C2C(NN=C(C2=CC1)Br)=O (Bromo-4-oxo-3,4-dihydro-phthalazine-6-carboxylic acid ethyl ester). The solvent is CN(C=O)C (DMF), CN(C=O)C (DMF), CN(C=O)C (dimethylformamide). Run at time 30 minute. Yields the product C(C)OC(=O)C=1C=C2C(N(N=C(C2=CC1)Br)C(C)C)=O (Bromo-3-isopropyl-4-oxo-3,4-dihydro-phthalazine-6-carboxylic acid ethyl ester). Isolated yield 33.9%. As a reaction SMILES: [CH2:1]([O:3][C:4]([C:6]1[CH:7]=[C:8]2[C:13](=[CH:14][CH:15]=1)[C:12]([Br:16])=[N:11][NH:10][C:9]2=[O:17])=[O:5])[CH3:2].[H-].[Na+].Br[CH:21]([CH3:24])[CH2:22]O>CN(C)C=O>[CH2:1]([O:3][C:4]([C:6]1[CH:7]=[C:8]2[C:13](=[CH:14][CH:15]=1)[C:12]([Br:16])=[N:11][N:10]([CH:21]([CH3:24])[CH3:22])[C:9]2=[O:17])=[O:5])[CH3:2] |f:1.2|. Procedure details: Bromo-4-oxo-3,4-dihydro-phthalazine-6-carboxylic acid ethyl ester (6 g, 0.02 mol) was dissolved in dimethylformamide (DMF) (60 ml). To this was added NaH (60%, 0.97 g, 0.024 mol) as a DMF suspension (5 ml). The mixture was stirred at room temperature for 30 minutes then 2-bromo-propanol (3.7 g, 0.03 mol) was added in one portion as a solution in DMF (5 ml). The reaction mixture was stirred for 48 hours whereupon LC-MS showed complete consumption of starting material. The DMF was removed under va... Reactants: C[Si](C)(C)CCOCCl, CN(C)C=O, [H-], [Na+], COC(=O)c1ccc(OCc2ccsc2)cc1O. The product is COC(=O)c1ccc(OCc2ccsc2)cc1OCOCC[Si](C)(C)C. As a reaction SMILES: [CH3:21][Si:22]([CH2:23][CH2:24][O:25][CH2:26][Cl:27])([CH3:28])[CH3:29].[CH3:30][N:31]([CH3:32])[CH:33]=[O:34].[H-:1].[Na+:2].[OH:3][c:4]1[c:5]([C:6](=[O:7])[O:8][CH3:9])[cH:10][cH:11][c:12]([O:14][CH2:15][c:16]2[cH:17][s:18][cH:19][cH:20]2)[cH:13]1>>[O:3]([c:4]1[c:5]([C:6](=[O:7])[O:8][CH3:9])[cH:10][cH:11][c:12]([O:14][CH2:15][c:16]2[cH:17][s:18][cH:19][cH:20]2)[cH:13]1)[CH2:26][O:25][CH2:24][CH2:23][Si:22]([CH3:21])([CH3:28])[CH3:29].